Task: describe an organic reaction: reactants, conditions, products, and yield. Dataset: the Open Reaction Database (ORD), a public repository of structured organic reaction records Reactants: FC=1C=C(C=CC1C=1C(=NC(=NC1)O[C@H]1CN2C(OC1)=NC(=C2)[N+](=O)[O-])OC)N2C(O[C@H](C2)CNC(C)=O)=O ((S,S)—N-(3-{3-Fluoro-4-[4-methoxy-2-(2-nitro-6,7-dihydro-5H-imidazo[2,1-b][1,3]oxazin-6-yloxy)-pyrimidin-5-yl]-phenyl}-2-oxo-oxazolidin-5-ylmethyl)-acetamide), COC(C1=C(N=CC(=C1)Br)O[C@H]1CN2C(OC1)=NC(=C2)[N+](=O)[O-])=O (5-bromo-2-(2-nitro-6,7-dihydro-5H-imidazo[2,1-b][1,3]oxazin-6(S)-yloxy)-nicotinic acid methyl ester). Product: COC(C1=C(N=CC(=C1)C1=C(C=C(C=C1)N1C(O[C@H](C1)CNC(C)=O)=O)F)O[C@H]1CN2C(OC1)=NC(=C2)[N+](=O)[O-])=O ((S,S)-5-{4-[5-(Acetylamino-methyl)-2-oxo-oxazolidin-3-yl]-2-fluoro-phenyl}-2-(2-nitro-6,7-dihydro-5H-imidazo[2,1-b][1,3]oxazin-6-yloxy)-nicotinic acid methyl ester). RXN SMILES: [F:1][C:2]1[CH:3]=[C:4]([N:29]2[CH2:33][C@H:32]([CH2:34][NH:35][C:36](=[O:38])[CH3:37])[O:31][C:30]2=[O:39])[CH:5]=[CH:6][C:7]=1[C:8]1C(OC)=N[C:11]([O:14][C@@H:15]2[CH2:20][O:19][C:18]3=[N:21][C:22]([N+:24]([O-:26])=[O:25])=[CH:23][N:17]3[CH2:16]2)=[N:12][CH:13]=1.[CH3:40][O:41][C:42](=[O:63])[C:43]1C=C(Br)C=N[C:44]=1O[C@@H]1COC2=NC([N+]([O-])=O)=CN2C1>>[CH3:40][O:41][C:42](=[O:63])[C:43]1[CH:44]=[C:8]([C:7]2[CH:6]=[CH:5][C:4]([N:29]3[CH2:33][C@H:32]([CH2:34][NH:35][C:36](=[O:38])[CH3:37])[O:31][C:30]3=[O:39])=[CH:3][C:2]=2[F:1])[CH:13]=[N:12][C:11]=1[O:14][C@@H:15]1[CH2:20][O:19][C:18]2=[N:21][C:22]([N+:24]([O-:26])=[O:25])=[CH:23][N:17]2[CH2:16]1. Reported procedure: (S,S)—N-(3-{3-Fluoro-4-[4-methoxy-2-(2-nitro-6,7-dihydro-5H-imidazo[2,1-b][1,3]oxazin-6-yloxy)-pyrimidin-5-yl]-phenyl}-2-oxo-oxazolidin-5-ylmethyl)-acetamide. The title compound was prepared by following the same procedure as described in the preparation of Example 7, except 5-bromo-2-(2-nitro-6,7-dihydro-5H-imidazo[2,1-b][1,3]oxazin-6(S)-yloxy)-nicotinic acid methyl ester was used in place of 6(S)-(5-bromo-pyridin-2-yloxy)-2-nitro-6,7-dihydro-5H-imidazo[2,1-b][1,3]oxazine. ESI MS m/z 571.5 (M+H... Starting materials: C(C)(=O)O[C@@H]1[C@@]2(CO[C@]([C@@H]([C@H]1OC(C)=O)OC(C)=O)(O2)C2=CC(=C(C=C2)Cl)CC2=CC=C(C=C2)OCC(C2=CC=CC=C2)=NOC)COC(C)=O ((1R,2S,3S,4R,5S)-1-(acetoxymethyl)-5-(4-chloro-3-(4-(2-(methoxyimino)-2-phenylethoxy)benzyl)phenyl)-6,8-dioxabicyclo[3.2.1]octane-2,3,4-triyl triacetate), C1CCOC1 (THF), O (H2O), O[Li].O (LiOH.H2O). The solvent is C(C)OC(C)=O (ethylacetate), CO (MeOH). Conditions: time 1 hour. Product: CON=C(COC1=CC=C(C=C1)CC1=C(C=CC(=C1)[C@]12[C@@H]([C@H]([C@@H]([C@](CO1)(O2)CO)O)O)O)Cl)C2=CC=CC=C2 (2-(4-(2-chloro-5-((1S,2S,3S,4R,5S)-2,3,4-trihydroxy-1-(hydroxymethyl)-6,8-dioxabicyclo[3.2.1]octan-5-yl)benzyl)phenoxy)-1-phenylethanone O-methyl oxime). Yield: 60.9%. Reaction SMILES: C([O:4][C@H:5]1[C@H:11]([O:12]C(=O)C)[C@@H:10]([O:16]C(=O)C)[C@:9]2([C:21]3[CH:26]=[CH:25][C:24]([Cl:27])=[C:23]([CH2:28][C:29]4[CH:34]=[CH:33][C:32]([O:35][CH2:36][C:37](=[N:44][O:45][CH3:46])[C:38]5[CH:43]=[CH:42][CH:41]=[CH:40][CH:39]=5)=[CH:31][CH:30]=4)[CH:22]=3)[O:20][C@@:6]1([CH2:47][O:48]C(=O)C)[CH2:7][O:8]2)(=O)C.C1COCC1.O.O[Li].O>CO.C(OC(=O)C)C>[CH3:46][O:45][N:44]=[C:37]([C:38]1[CH:43]=[CH:42][CH:41]=[CH:40][CH:39]=1)[CH2:36][O:35][C:32]1[CH:31]=[CH:30][C:29]([CH2:28][C:23]2[CH:22]=[C:21]([C@@:9]34[O:20][C@@:6]([CH2:47][OH:48])([CH2:7][O:8]3)[C@@H:5]([OH:4])[C@H:11]([OH:12])[C@H:10]4[OH:16])[CH:26]=[CH:25][C:24]=2[Cl:27])=[CH:34][CH:33]=1 |f:3.4|. Reported procedure: To a solution of compound (1R,2S,3S,4R,5S)-1-(acetoxymethyl)-5-(4-chloro-3-(4-(2-(methoxyimino)-2-phenylethoxy)benzyl)phenyl)-6,8-dioxabicyclo[3.2.1]octane-2,3,4-triyl triacetate (170 mg, 0.23 mmol) in MeOH:THF:H2O (0.7 mL, 0.5 mL, 0.17 mL), LiOH.H2O (14.7 mg, 0.35 mmol) was added at 0° C. The reaction mixture was stirred for 1 h at r.t. After completion of the reaction as confirmed by TLC, solvent was evaporated in vacuo. The residue obtained was diluted with ethylacetate (100 mL), washed with ...